Dataset: the Open Reaction Database (ORD), a public repository of structured organic reaction records. Task: describe an organic reaction: reactants, conditions, products, and yield The reactants are OC1=CC=C(OC=2C=C(C=C3CCN(CC3)C(=O)OC(C)(C)C)C=CC2)C=C1 (tert-butyl 4-(3-(4-hydroxyphenoxy)benzylidene)piperidine-1-carboxylate), C([O-])([O-])=O.[K+].[K+] (potassium carbonate), 18-crown ether, ICC(F)(F)F (2-iodo-1,1,1 trifluoroethane). Solvent: CN(C=O)C (dimethylformamide). Conditions: time 8 hour. Yields the product FC(COC1=CC=C(OC=2C=C(C=C3CCN(CC3)C(=O)OC(C)(C)C)C=CC2)C=C1)(F)F (tert-butyl 4-(3-(4-(2,2,2-trifluoroethoxy)phenoxy)benzylidene)piperidine-1-carboxylate). The yield is 27.4%. RXN SMILES: [OH:1][C:2]1[CH:28]=[CH:27][C:5]([O:6][C:7]2[CH:8]=[C:9]([CH:24]=[CH:25][CH:26]=2)[CH:10]=[C:11]2[CH2:16][CH2:15][N:14]([C:17]([O:19][C:20]([CH3:23])([CH3:22])[CH3:21])=[O:18])[CH2:13][CH2:12]2)=[CH:4][CH:3]=1.C(=O)([O-])[O-].[K+].[K+].I[CH2:36][C:37]([F:40])([F:39])[F:38]>CN(C)C=O>[F:38][C:37]([F:40])([F:39])[CH2:36][O:1][C:2]1[CH:3]=[CH:4][C:5]([O:6][C:7]2[CH:8]=[C:9]([CH:24]=[CH:25][CH:26]=2)[CH:10]=[C:11]2[CH2:16][CH2:15][N:14]([C:17]([O:19][C:20]([CH3:21])([CH3:22])[CH3:23])=[O:18])[CH2:13][CH2:12]2)=[CH:27][CH:28]=1 |f:1.2.3|. Procedure details: A solution of tert-butyl 4-(3-(4-hydroxyphenoxy)benzylidene)piperidine-1-carboxylate (150 mg, 0.393 mmol) in dimethylformamide (5 mL) was treated with potassium carbonate (218 mg, 1.572 mmol), 18-crown ether (210 mg, 0.786 mmol) and 2-iodo-1,1,1 trifluoroethane (105 mg, 0.491 mmol). The mixture was stirred overnight at a temperature below 50° C. The reaction mixture was washed with water and organic part extracted with ether (2×50 mL). The organic fractions were dried over sodium sulfate and eva... Reactants: CCO, CCOC(C)=O, O=Cc1cccn1-c1ccccc1[N+](=O)[O-]. The product is c1ccc2c(c1)NCc1cccn1-2. Reaction SMILES: [CH2:17]([OH:18])[CH3:19].[CH3:20][CH2:21][O:22][C:23](=[O:24])[CH3:25].[N+:1]([O-:3])([c:4]1[c:5](-[n:10]2[c:11]([CH:15]=[O:2])[cH:12][cH:13][cH:14]2)[cH:6][cH:7][cH:8][cH:9]1)=[O:16]>>[NH:1]1[c:4]2[c:5]([cH:6][cH:7][cH:8][cH:9]2)-[n:10]2[c:11]([cH:12][cH:13][cH:14]2)[CH2:15]1.